This data is from the Open Reaction Database (ORD), a public repository of structured organic reaction records. The task is: describe an organic reaction: reactants, conditions, products, and yield The reactants are CC1=C(N=CS1)C(=O)O (5-methyl-1,3-thiazole-4-carboxylic acid), NC=1C=C(OC=2C=CC=3N(C2)N=C(N3)NC(=O)C3CC3)C=CC1C (N-[6-(3-amino-4-methylphenoxy)[1,2,4]triazolo[1,5-a]pyridin-2-yl]cyclopropanecarboxamide), O1CCCC1 (tetrahydrofuran), S(=O)(Cl)Cl (thionyl chloride). The reagents and catalysts are CN(C=O)C (N,N-dimethylformamide). Run in CN(C(C)=O)C (N,N-dimethylacetamide). The product is C1(CC1)C(=O)NC1=NN2C(C=CC(=C2)OC=2C=CC(=C(C2)NC(=O)C=2N=CSC2C)C)=N1 (N-[5-({2-[(cyclopropylcarbonyl)amino][1,2,4]triazolo[1,5-a]pyridin-6-yl}oxy)-2-methylphenyl]-5-methyl-1,3-thiazole-4-carboxamide). Yield: 78.2%. Reaction SMILES: [CH3:1][C:2]1[S:6][CH:5]=[N:4][C:3]=1[C:7]([OH:9])=O.O1CCCC1.S(Cl)(Cl)=O.[NH2:19][C:20]1[CH:21]=[C:22]([CH:39]=[CH:40][C:41]=1[CH3:42])[O:23][C:24]1[CH:25]=[CH:26][C:27]2[N:28]([N:30]=[C:31]([NH:33][C:34]([CH:36]3[CH2:38][CH2:37]3)=[O:35])[N:32]=2)[CH:29]=1>CN(C)C=O.CN(C)C(=O)C>[CH:36]1([C:34]([NH:33][C:31]2[N:32]=[C:27]3[CH:26]=[CH:25][C:24]([O:23][C:22]4[CH:39]=[CH:40][C:41]([CH3:42])=[C:20]([NH:19][C:7]([C:3]5[N:4]=[CH:5][S:6][C:2]=5[CH3:1])=[O:9])[CH:21]=4)=[CH:29][N:28]3[N:30]=2)=[O:35])[CH2:37][CH2:38]1. Procedure details: In the same manner as in Example 55 and using 5-methyl-1,3-thiazole-4-carboxylic acid (63.1 mg, 0.441 mmol), tetrahydrofuran (5 mL), thionyl chloride (77.0 μL, 0.888 mmol), N,N-dimethylformamide (2 drops), N-[6-(3-amino-4-methylphenoxy)[1,2,4]triazolo[1,5-a]pyridin-2-yl]cyclopropanecarboxamide (129 mg, 0.399 mmol) and N,N-dimethylacetamide (6 mL) as starting materials, the title compound (140 mg, 78%) was obtained as a white solid. Reactants: [H-].C(C(C)C)[Al+]CC(C)C (Diisobutylaluminum hydride), CC[C@H](C)C(=O)O[C@H]1C[C@H](C=C2[C@H]1[C@H]([C@H](C=C2)C)CC[C@@H]3C[C@H](CC(=O)O3)O)C (lovastatin), O.O.O.O.O.O.O.O.O.O.S(=O)(=O)([O-])[O-].[Na+].[Na+] (sodium sulphate decahydrate). Reaction conditions: time 1 hour. Yields the product CC(C(=O)OC1CC(C=C2C=CC(C(C12)CCC1OC(CC(C1)O)O)C)C)CC (1,2,3,7,8,8a-Hexahydro-3,7-dimethyl-8-[2-(tetrahydro-4,6-dihydroxy-2H-pyran-2-yl)ethyl]-1-naphthalenyl 2-Methylbutanoate). Isolated yield 94.6%. As a reaction SMILES: [H-].C([Al+]CC(C)C)C(C)C.[CH3:11][CH2:12][C@@H:13]([C:15]([O:17][C@@H:18]1[C@@H:23]2[C@@H:24]([CH2:29][CH2:30][C@H:31]3[O:37][C:35](=[O:36])[CH2:34][C@H:33]([OH:38])[CH2:32]3)[C@@H:25]([CH3:28])[CH:26]=[CH:27][C:22]2=[CH:21][C@H:20]([CH3:39])[CH2:19]1)=[O:16])[CH3:14].O.O.O.O.O.O.O.O.O.O.S([O-])([O-])(=O)=O.[Na+].[Na+]>>[CH3:14][CH:13]([CH2:12][CH3:11])[C:15]([O:17][CH:18]1[CH:23]2[C:22]([CH:27]=[CH:26][CH:25]([CH3:28])[CH:24]2[CH2:29][CH2:30][CH:31]2[CH2:32][CH:33]([OH:38])[CH2:34][CH:35]([OH:36])[O:37]2)=[CH:21][CH:20]([CH3:39])[CH2:19]1)=[O:16] |f:0.1,3.4.5.6.7.8.9.10.11.12.13.14.15|. Procedure details: Diisobutylaluminum hydride (1.0 M solution in dichloromethane, 99.0 ml, 99 mmol) was added dropwise to a stirred and cooled (−35° C.) solution of lovastatin (20.0 g, 49.4 mmol) in tetahydrofuran (200 ml) in a period of 1 hours. Stirring was continued for 1 hour at −35° C. Celite (20 g) and sodium sulphate decahydrate (30 g) were added. The mixture was stirred for 20 min. Cooling bath was removed and stirring was continued for 1 hour. The mixture was filtered through a pad of Celite (8.0×1.5 cm) ... Reactants: ClC1=CC=C(C=2N3C(=NC21)N(CCCC3)C3=C(C=C(C(=O)O)C=C3)C)C(CC)CC (4-[10-chloro-7-(1-ethylpropyl)-2,3,4,5-tetrahydro-1H-[1,3]diazepino[1,2-a]benzimidazol-1-yl]-3-methylbenzoic acid), ON1N=NC2=C1C=CC=C2 (1-hydroxy-1H-benzotriazole), Cl.C(C)N=C=NCCCN(C)C (1-ethyl-3-(3-dimethylaminopropyl)carbodiimide hydrochloride), CN (methylamine). Run in C(O)([O-])=O.[Na+] (sodium hydrogen carbonate), CN(C=O)C (N,N-dimethylformamide). Run at time 11 hour. Yields the product ClC1=CC=C(C=2N3C(=NC21)N(CCCC3)C3=C(C=C(C(=O)NC)C=C3)C)C(CC)CC (4-[10-Chloro-7-(1-ethylpropyl)-2,3,4,5-tetrahydro-1H-[1,3]diazepino[1,2-a]benzimidazol-1-yl]-N,3-dimethylbenzamide). Reaction SMILES: [Cl:1][C:2]1[C:10]2[N:9]=[C:8]3[N:11]([C:16]4[CH:24]=[CH:23][C:19]([C:20]([OH:22])=O)=[CH:18][C:17]=4[CH3:25])[CH2:12][CH2:13][CH2:14][CH2:15][N:7]3[C:6]=2[C:5]([CH:26]([CH2:29][CH3:30])[CH2:27][CH3:28])=[CH:4][CH:3]=1.O[N:32]1[C:36]2C=CC=CC=2N=N1.Cl.C(N=C=NCCCN(C)C)C.CN>CN(C)C=O.C(=O)([O-])O.[Na+]>[Cl:1][C:2]1[C:10]2[N:9]=[C:8]3[N:11]([C:16]4[CH:24]=[CH:23][C:19]([C:20]([NH:32][CH3:36])=[O:22])=[CH:18][C:17]=4[CH3:25])[CH2:12][CH2:13][CH2:14][CH2:15][N:7]3[C:6]=2[C:5]([CH:26]([CH2:27][CH3:28])[CH2:29][CH3:30])=[CH:4][CH:3]=1 |f:2.3,6.7|. Reported procedure: To a solution of 4-[10-chloro-7-(1-ethylpropyl)-2,3,4,5-tetrahydro-1H-[1,3]diazepino[1,2-a]benzimidazol-1-yl]-3-methylbenzoic acid (330 mg, 0.775 mmol) in N,N-dimethylformamide (4.0 mL) were added 1-hydroxy-1H-benzotriazole (155 mg, 1.01 mmol), 1-ethyl-3-(3-dimethylaminopropyl)carbodiimide hydrochloride (163 mg, 0.853 mmol), and methylamine (2.0 M solution in tetrahydrofuran, 0.78 mL, 1.56 mmol). The mixture was stirred at room temperature for 11 hr. The mixture was diluted with saturated aqueou... Reactants: CC=1C=2N(N=C(C1)N1C=CC(CC1)O)C=NN2 (1-(8-methyl-1,2,4-triazolo-[4,3-b]pyridazin-6-yl)-1,4,5,6-tetrahydro-4-pyridinol). The reagents and catalysts are [O-2].[O-2].[Mn+4] (manganese dioxide). Solvent: ClCCl (dichloromethane). The product is CC=1C=2N(N=C(C1)N1CCC(C=C1)=O)C=NN2 (2,3-dihydro-1-(8-methyl-1,2,4-triazolo [4,3-b]pyridazin-6-yl)-4(1H)-pyridinone). RXN SMILES: [CH3:1][C:2]1[C:3]2[N:4]([CH:15]=[N:16][N:17]=2)[N:5]=[C:6]([N:8]2[CH2:13][CH2:12][CH:11]([OH:14])[CH:10]=[CH:9]2)[CH:7]=1>ClCCl.[O-2].[O-2].[Mn+4]>[CH3:1][C:2]1[C:3]2[N:4]([CH:15]=[N:16][N:17]=2)[N:5]=[C:6]([N:8]2[CH:9]=[CH:10][C:11](=[O:14])[CH2:12][CH2:13]2)[CH:7]=1 |f:2.3.4|. Procedure: A solution of 116 mg of 1-(8-methyl-1,2,4-triazolo-[4,3-b]pyridazin-6-yl)-1,4,5,6-tetrahydro-4-pyridinol in 15 ml of dichloromethane was treated with 500 ml of manganese dioxide and heated to reflux. The mixture was refluxed for 64 hours and the solids were filtered off through Celite and washed well with fresh hot dichloromethane. Evaporation of the solvent from the filtrate gave 2,3-dihydro-1-(8-methyl-1,2,4-triazolo [4,3-b]pyridazin-6-yl)-4(1H)-pyridinone melting at about 264°-266° C. with de... Reactants: O, N#Cc1c(C(F)(F)F)oc2cc(O)ccc2c1=O, O=S(=O)(O)O. Yields the product NC(=O)c1c(C(F)(F)F)oc2cc(O)ccc2c1=O. As a reaction SMILES: [OH2:24].[OH:1][c:2]1[cH:3][c:4]2[c:5]([c:6](=[O:16])[c:7]([C:14]#[N:15])[c:8]([C:10]([F:11])([F:12])[F:13])[o:9]2)[cH:17][cH:18]1.[S:19]([OH:20])(=[O:21])(=[O:22])[OH:23]>>[OH:1][c:2]1[cH:3][c:4]2[c:5]([c:6](=[O:16])[c:7]([C:14]([NH2:15])=[O:20])[c:8]([C:10]([F:11])([F:12])[F:13])[o:9]2)[cH:17][cH:18]1. Starting materials: CN(CC1CCN(C(=O)OC(C)(C)C)C1)C(=O)c1ccc2c(n1)NC(=O)CS2, ClCCl, Cl. Product: CN(CC1CCNC1)C(=O)c1ccc2c(n1)NC(=O)CS2, Cl. RXN SMILES: [CH3:1][N:2]([C:3](=[O:4])[c:5]1[cH:6][cH:7][c:8]2[c:13]([n:14]1)[NH:12][C:11](=[O:15])[CH2:10][S:9]2)[CH2:16][CH:17]1[CH2:18][N:19]([C:22]([O:23][C:24]([CH3:25])([CH3:26])[CH3:27])=[O:28])[CH2:20][CH2:21]1.[Cl:30][CH2:31][Cl:32].[ClH:29]>>[CH3:1][N:2]([C:3](=[O:4])[c:5]1[cH:6][cH:7][c:8]2[c:13]([n:14]1)[NH:12][C:11](=[O:15])[CH2:10][S:9]2)[CH2:16][CH:17]1[CH2:18][NH:19][CH2:20][CH2:21]1.[ClH:29]. Starting materials: Cl.FC1=C(C=CC=C1)C1=C(CCCC1)CSC(N)=N (2-[2-(2-Fluorophenyl)cyclohex-1-enylmethyl]isothiourea hydrochloride), FC(S(=O)(=O)O)(F)F (trifluoromethanesulfonic acid), C([O-])(O)=O.[Na+] (sodium bicarbonate). Solvent: C(=O)(C(F)(F)F)O (TFA), C(C)OCC (diethyl ether). Run at time 8 hour. The product is FC1=C(C=CC=C1)[C@@]12N=C(SC[C@@H]1CCCC2)N ((±)-(4aR*,8aS*)-8a-(2-fluorophenyl)-4a,5,6,7,8,8a-hexahydro-4H-benzo[d][1,3]thiazin-2-ylamine). Reaction SMILES: Cl.[F:2][C:3]1[CH:8]=[CH:7][CH:6]=[CH:5][C:4]=1[C:9]1[CH2:14][CH2:13][CH2:12][CH2:11][C:10]=1[CH2:15][S:16][C:17](=[NH:19])[NH2:18].FC(F)(F)S(O)(=O)=O.C(=O)(O)[O-].[Na+]>C(O)(C(F)(F)F)=O.C(OCC)C>[F:2][C:3]1[CH:8]=[CH:7][CH:6]=[CH:5][C:4]=1[C@:9]12[CH2:14][CH2:13][CH2:12][CH2:11][C@H:10]1[CH2:15][S:16][C:17]([NH2:18])=[N:19]2 |f:0.1,3.4|. Reported procedure: 2-[2-(2-Fluorophenyl)cyclohex-1-enylmethyl]isothiourea hydrochloride obtained in Preparation Example 1-(5) (6.38 g) was dissolved in TFA (32.0 mL) under ice-cooling, and trifluoromethanesulfonic acid (6.40 mL) was added dropwise at the same temperature. The reaction solution was stirred overnight with gradual warming to room temperature. The reaction solution was poured into ice, diluted with diethyl ether and then neutralized with sodium bicarbonate. The generated reaction mixture was extracted...